This data is from the Open Reaction Database (ORD), a public repository of structured organic reaction records. The task is: describe an organic reaction: reactants, conditions, products, and yield Starting materials: ClC1=C(C=CC=2N(N=NC21)CC2CC2)OC (4-chloro-1-(cyclopropylmethyl)-5-methoxy-1H-benzotriazole), B(Br)(Br)Br (boron tribromide). Solvent: ClCCl (dichloromethane). Run at temperature 0 celsius, time 4 hour. Product: ClC1=C(C=CC=2N(N=NC21)CC2CC2)O (4-chloro-1-(cyclopropylmethyl)-1H-benzotriazol-5-ol). As a reaction SMILES: [Cl:1][C:2]1[C:10]2[N:9]=[N:8][N:7]([CH2:11][CH:12]3[CH2:14][CH2:13]3)[C:6]=2[CH:5]=[CH:4][C:3]=1[O:15]C.B(Br)(Br)Br>ClCCl>[Cl:1][C:2]1[C:10]2[N:9]=[N:8][N:7]([CH2:11][CH:12]3[CH2:14][CH2:13]3)[C:6]=2[CH:5]=[CH:4][C:3]=1[OH:15]. Reported procedure: 4-Chloro-1-(cyclopropylmethyl)-5-methoxy-1H-benzotriazole (8-4, 10.5 g, 44.2 mmol) was dissolved in dichloromethane (200 mL), cooled to 0° C. and treated with boron tribromide (88 mL, 1M dichloromethane solution, 88 mmol, 2 equiv). The ice bath was removed and the mixture was stirred for 4 hours at ambient temperature. The mixture was slowly treated with water (10 mL) and then treated with sodium hydroxide ON aqueous) until pH>10. After stirring for an additional 30 minutes, ammonium chloride (a...